This data is from the Open Reaction Database (ORD), a public repository of structured organic reaction records. The task is: describe an organic reaction: reactants, conditions, products, and yield The reactants are Cl (HCl), CN(C)C1=NC=CC=C1 (dimethylaminopyridine), C(C1=CC=CC=C1)N=C=O (benzylisocyanate), ClC=1C=C(C=C(C1)Cl)S(=O)(=O)NC=1C=C2C=CNC2=CC1 (3,5-dichloro-N-(1H-indol-5-yl)-phenylsulphonamide). Run in ClCCl (dichloromethane), C(C)(=O)OCC (ethyl acetate). Reaction conditions: time 8 hour. Product: C(C1=CC=CC=C1)NC(=O)N1C=CC2=CC(=CC=C12)NS(=O)(=O)C1=CC(=CC(=C1)Cl)Cl (5-(3,5-dichloro-phenylsulphonylamino)-indole-1-carboxylic acid-benzylamide). As a reaction SMILES: [Cl:1][C:2]1[CH:3]=[C:4]([S:9]([NH:12][C:13]2[CH:14]=[C:15]3[C:19](=[CH:20][CH:21]=2)[NH:18][CH:17]=[CH:16]3)(=[O:11])=[O:10])[CH:5]=[C:6]([Cl:8])[CH:7]=1.CN(C1C=CC=CN=1)C.[CH2:31]([N:38]=[C:39]=[O:40])[C:32]1[CH:37]=[CH:36][CH:35]=[CH:34][CH:33]=1.Cl>ClCCl.C(OCC)(=O)C>[CH2:31]([NH:38][C:39]([N:18]1[C:19]2[C:15](=[CH:14][C:13]([NH:12][S:9]([C:4]3[CH:3]=[C:2]([Cl:1])[CH:7]=[C:6]([Cl:8])[CH:5]=3)(=[O:11])=[O:10])=[CH:21][CH:20]=2)[CH:16]=[CH:17]1)=[O:40])[C:32]1[CH:37]=[CH:36][CH:35]=[CH:34][CH:33]=1. Procedure details: 130 mg 3,5-dichloro-N-(1H-indol-5-yl)-phenylsulphonamide are dissolved in 5 ml dichloromethane and 14 mg dimethylaminopyridine and 56 μl benzylisocyanate are added. The mixture is stirred overnight at ambient temperature, divided between 1 N HCl and ethyl acetate, the aqueous phase is extracted with ethyl acetate and the combined organic phases are dried with magnesium sulphate. The solvents are eliminated in vacuo and the residue is chromatographed on silica gel (cyclohexane/ethyl acetate 10:1 ... Starting materials: CS(=O)C1=C(C(=O)OC)C=C(C=C1)N1N=NN=C1 (methyl 2-methylsulfinyl-5-(1H-tetrazol-1-yl)benzoate), Cl (hydrochloric acid), aqueous solution, [OH-].[Na+] (sodium hydroxide). Run in CO (methanol), O1CCCC1 (tetrahydrofuran). Reaction conditions: time 1 hour. Yields the product CS(=O)C1=C(C(=O)O)C=C(C=C1)N1N=NN=C1 (2-Methylsulfinyl-5-(1H-tetrazol-1-yl)benzoic Acid). RXN SMILES: [CH3:1][S:2]([C:4]1[CH:13]=[CH:12][C:11]([N:14]2[CH:18]=[N:17][N:16]=[N:15]2)=[CH:10][C:5]=1[C:6]([O:8]C)=[O:7])=[O:3].[OH-].[Na+].Cl>CO.O1CCCC1>[CH3:1][S:2]([C:4]1[CH:13]=[CH:12][C:11]([N:14]2[CH:18]=[N:17][N:16]=[N:15]2)=[CH:10][C:5]=1[C:6]([OH:8])=[O:7])=[O:3] |f:1.2|. Reported procedure: Combine methyl 2-methylsulfinyl-5-(1H-tetrazol-1-yl)benzoate (0.46 g, 1.73 mmol) and a 1 M aqueous solution of sodium hydroxide (30 mL, 30 mmol) in methanol (10 mL) and tetrahydrofuran (10 mL). After 1 hour, adjust the pH to about 2 using a 1 M aqueous hydrochloric acid solution and extract with ethyl acetate and then dichloromethane. Dry the combined organic layers over MgSO4, filter, and concentrate in vacuo to give the title compound: Rf=0.15 (silica gel, 10% methanol/85% dichloromethane/5% a... The reactants are C1CCOC1, CO, Cl, CCOC(=O)c1ncc(OC)c2c1CCN(Cc1ccc(F)cc1)C2=O, [Li+], [OH-], O. Yields the product COc1cnc(C(=O)O)c2c1C(=O)N(Cc1ccc(F)cc1)CC2. As a reaction SMILES: [CH2:33]1[O:34][CH2:35][CH2:36][CH2:37]1.[CH3:30][OH:31].[ClH:29].[F:1][c:2]1[cH:3][cH:4][c:5]([CH2:6][N:7]2[C:8](=[O:24])[c:9]3[c:10]([O:22][CH3:23])[cH:11][n:12][c:13]([C:17](=[O:18])[O:19][CH2:20][CH3:21])[c:14]3[CH2:15][CH2:16]2)[cH:25][cH:26]1.[Li+:27].[OH-:28].[OH2:32]>>[F:1][c:2]1[cH:3][cH:4][c:5]([CH2:6][N:7]2[C:8](=[O:24])[c:9]3[c:10]([O:22][CH3:23])[cH:11][n:12][c:13]([C:17](=[O:18])[OH:19])[c:14]3[CH2:15][CH2:16]2)[cH:25][cH:26]1.